This data is from the Open Reaction Database (ORD), a public repository of structured organic reaction records. The task is: describe an organic reaction: reactants, conditions, products, and yield Reactants: C([O-])([O-])=O.[K+].[K+] (Potassium carbonate), BrCCCCCCC1=C2C(C(=O)NC2=O)=CC=C1 (6-bromohexylphthalimide), Cl.NC1=CC(=C(C(=O)NCC2CCNCC2)C=C1Cl)OC (4-Amino-5-chloro-2-methoxy-N-(piperidin-4-ylmethyl)benzamide hydrochloride). Solvent: CN(C=O)C (dimethylformamide). Run at temperature 70 celsius, time 16 hour. Yields the product NC1=CC(=C(C(=O)NCC2CCN(CC2)CCCCCCN2C(C3=CC=CC=C3C2=O)=O)C=C1Cl)OC (4-amino-5-chloro-N-(1-(6-(2,3-dihydro-1,3-dioxo-1H-isoindol-2-yl)hexyl)-piperidin-4-ylmethyl)-2-methoxybenzamide). Isolated yield 62.7%. RXN SMILES: Cl.[NH2:2][C:3]1[C:18]([Cl:19])=[CH:17][C:6]([C:7]([NH:9][CH2:10][CH:11]2[CH2:16][CH2:15][NH:14][CH2:13][CH2:12]2)=[O:8])=[C:5]([O:20][CH3:21])[CH:4]=1.[C:22](=[O:25])([O-])[O-].[K+].[K+].BrCCCCCC[C:35]1[CH:45]=[CH:44][CH:43]=[C:37]2[C:38]([NH:40][C:41](=[O:42])[C:36]=12)=O>CN(C)C=O>[NH2:2][C:3]1[C:18]([Cl:19])=[CH:17][C:6]([C:7]([NH:9][CH2:10][CH:11]2[CH2:12][CH2:13][N:14]([CH2:5][CH2:4][CH2:3][CH2:18][CH2:17][CH2:38][N:40]3[C:41](=[O:42])[C:36]4[C:35](=[CH:45][CH:44]=[CH:43][CH:37]=4)[C:22]3=[O:25])[CH2:15][CH2:16]2)=[O:8])=[C:5]([O:20][CH3:21])[CH:4]=1 |f:0.1,2.3.4|. Procedure: 4-Amino-5-chloro-2-methoxy-N-(piperidin-4-ylmethyl)benzamide hydrochloride (8.5 g) was dissolved in dimethylformamide (100 ml). Potassium carbonate (10.5 g) and 6-bromohexylphthalimide (7.2 g) were added, and the mixture was stirred at 70° C. for 16 hr. The reaction mixture was concentrated under reduced pressure and the residue was extracted with ethyl acetate. The extract was dried over magnesium sulfate and concentrated under reduced pressure. The obtained residue was purified by silica gel c... Reactants: CCCCOC(=O)CO, ClCCl, C=C(C)C, O=S(=O)(O)O. The product is CCCCOC(=O)COC(C)(C)C. Reaction SMILES: [C:5]([CH2:6][OH:7])(=[O:8])[O:9][CH2:10][CH2:11][CH2:12][CH3:13].[CH2:19]([Cl:20])[Cl:21].[CH3:1][C:2]([CH3:3])=[CH2:4].[S:14](=[O:15])(=[O:16])([OH:17])[OH:18]>>[CH3:1][C:2]([CH3:3])([CH3:4])[O:7][CH2:6][C:5](=[O:8])[O:9][CH2:10][CH2:11][CH2:12][CH3:13]. Reactants: CC(C)(C)n1ncc(S)c(Cl)c1=O, O=C([O-])[O-], CN(C)C=O, ClC(Cl)=Cc1ccc(CBr)cc1, [K+], [K+]. The product is CC(C)(C)n1ncc(SCc2ccc(C=C(Cl)Cl)cc2)c(Cl)c1=O. Reaction SMILES: [C:13]([CH3:14])([CH3:15])([CH3:16])[n:17]1[n:18][cH:19][c:20]([SH:25])[c:21]([Cl:24])[c:22]1=[O:23].[C:26](=[O:27])([O-:28])[O-:29].[CH3:32][N:33]([CH3:34])[CH:35]=[O:36].[Cl:1][C:2](=[CH:3][c:4]1[cH:5][cH:6][c:7]([CH2:8][Br:9])[cH:10][cH:11]1)[Cl:12].[K+:30].[K+:31]>>[Cl:1][C:2](=[CH:3][c:4]1[cH:5][cH:6][c:7]([CH2:8][S:25][c:20]2[cH:19][n:18][n:17]([C:13]([CH3:14])([CH3:15])[CH3:16])[c:22](=[O:23])[c:21]2[Cl:24])[cH:10][cH:11]1)[Cl:12]. Starting materials: O=C([O-])[O-], CN(C)CCCCl, Cl, [Cs+], [Cs+], O=S(=O)(Cc1ccc2ccccc2c1)Cc1nnc(-c2ccc(O)cc2)o1. Product: CN(C)CCCOc1ccc(-c2nnc(CS(=O)(=O)Cc3ccc4ccccc4c3)o2)cc1. Reaction SMILES: [C:28](=[O:29])([O-:30])[O-:31].[Cl:34][CH2:35][CH2:36][CH2:37][N:38]([CH3:39])[CH3:40].[ClH:41].[Cs+:32].[Cs+:33].[cH:1]1[c:2]([CH2:11][S:12](=[O:13])(=[O:14])[CH2:15][c:16]2[n:17][n:18][c:19](-[c:21]3[cH:22][cH:23][c:24]([OH:27])[cH:25][cH:26]3)[o:20]2)[cH:3][cH:4][c:5]2[cH:6][cH:7][cH:8][cH:9][c:10]12>>[cH:1]1[c:2]([CH2:11][S:12](=[O:13])(=[O:14])[CH2:15][c:16]2[n:17][n:18][c:19](-[c:21]3[cH:22][cH:23][c:24]([O:27][CH2:35][CH2:36][CH2:37][N:38]([CH3:39])[CH3:40])[cH:25][cH:26]3)[o:20]2)[cH:3][cH:4][c:5]2[cH:6][cH:7][cH:8][cH:9][c:10]12. The reactants are O.O.[Sn](Cl)Cl (Tin(II) chloride dihydrate), COC1=C(C=CC(=C1)[N+](=O)[O-])C1=NC=CC=C1 (2-(2-methoxy-4-nitrophenyl)pyridine). Solvent: CO (MeOH). The product is COC=1C=C(N)C=CC1C1=NC=CC=C1 (3-methoxy4-pyridin-2-ylaniline). Reaction SMILES: O.O.[Sn](Cl)Cl.[CH3:6][O:7][C:8]1[CH:13]=[C:12]([N+:14]([O-])=O)[CH:11]=[CH:10][C:9]=1[C:17]1[CH:22]=[CH:21][CH:20]=[CH:19][N:18]=1>CO>[CH3:6][O:7][C:8]1[CH:13]=[C:12]([CH:11]=[CH:10][C:9]=1[C:17]1[CH:22]=[CH:21][CH:20]=[CH:19][N:18]=1)[NH2:14] |f:0.1.2|. Procedure: Tin(II) chloride dihydrate (6.77 g, 30.0 mmol) and 2-(2-methoxy-4-nitrophenyl)pyridine (2.30 g, 10.0 mmol) were combined in MeOH (100 mL) and stirred at reflux for 18 h. The reaction mixture was then cooled to RT and concentrated in vacuo. The residue was then partitioned with EtOAc (200 mL) and 1N aqueous NaOH (100 mL). The aqueous layer was washed with EtOAc (3×75 mL), and the combined EtOAc layers were back-extracted with H2O (100 mL), dried (MgSO4), filtered, and concentrated in vacuo. The r...